From a dataset of the Open Reaction Database (ORD), a public repository of structured organic reaction records. describe an organic reaction: reactants, conditions, products, and yield Starting materials: CC(=O)OC(C)=O, CC(=O)O, Cl, Nc1cccc(-c2cccnc2)c1, ON=C1C=C(c2cccnc2)CCC1. Yields the product CC(=O)Nc1cccc(-c2cccnc2)c1. RXN SMILES: [CH3:28][C:29](=[O:30])[O:31][C:32](=[O:33])[CH3:34].[CH3:36][C:37](=[O:38])[OH:39].[ClH:35].[NH2:1][c:2]1[cH:3][c:4](-[c:8]2[cH:9][n:10][cH:11][cH:12][cH:13]2)[cH:5][cH:6][cH:7]1.[n:14]1[cH:15][cH:16][cH:17][c:18]([C:19]2=[CH:26][C:23](=[N:24][OH:25])[CH2:22][CH2:21][CH2:20]2)[cH:27]1>>[NH:1]([c:2]1[cH:3][c:4](-[c:8]2[cH:9][n:10][cH:11][cH:12][cH:13]2)[cH:5][cH:6][cH:7]1)[C:29]([CH3:28])=[O:30]. The reactants are C1(=CC=CC=C1)[C@@H]1NC(N[C@@H]1C1=CC=CC=C1)=S (cis-4,5-Diphenylimidazolidine-2-thione), CC1=C(CCl)C=CC=C1 (2-methylbenzyl chloride). Run in CCO (EtOH). Product: Cl.CC1=C(CSC=2N[C@@H]([C@@H](N2)C2=CC=CC=C2)C2=CC=CC=C2)C=CC=C1 (2-[(2-Methylbenzyl)thio]-cis-4,5-diphenyl-4,5-dihydro-1H-imidazole hydrochloride). Yield: 56.0%. As a reaction SMILES: [C:1]1([C@H:7]2[C@@H:11]([C:12]3[CH:17]=[CH:16][CH:15]=[CH:14][CH:13]=3)[NH:10][C:9](=[S:18])[NH:8]2)[CH:6]=[CH:5][CH:4]=[CH:3][CH:2]=1.[CH3:19][C:20]1[CH:27]=[CH:26][CH:25]=[CH:24][C:21]=1[CH2:22][Cl:23]>CCO>[ClH:23].[CH3:19][C:20]1[CH:27]=[CH:26][CH:25]=[CH:24][C:21]=1[CH2:22][S:18][C:9]1[NH:8][C@H:7]([C:1]2[CH:2]=[CH:3][CH:4]=[CH:5][CH:6]=2)[C@H:11]([C:12]2[CH:13]=[CH:14][CH:15]=[CH:16][CH:17]=2)[N:10]=1 |f:3.4|. Reported procedure: A mixture of intermediate 25 (200 mg, 0.786 mmol) and 2-methylbenzyl chloride (0.204 mL, 1.57 mmol) in abs. EtOH (2 mL) is heated at 95° C. for 24 h. The reaction mixture is cooled to RT, evaporated to dryness, and the residue suspended in Et2O. The insoluble material is filtered to give 174 mg of the product 227. 1H NMR (DMSO-d6) δ 11.28 (s, 2 H), 7.68 (m, 1 H), 7.55-7.20 (m, 3 H), 7.20-7.00 (m, 6 H), 7.00-6.90 (m, 4 H), 5.82 (s, 2 H), 4.81 (s, 2 H), 2.44 (s, 3 H); MS: m/z 359 (M++1). The reactants are O (water), C(Cl)Cl (methylene chloride), [Cl-].[Al+3].[Cl-].[Cl-] (aluminum chloride), C(Cl)Cl (methylene chloride), ClC(CC(=O)Cl)C (3-chloro-3-methylpropionyl chloride), Cl.C(C1=CC=CC=C1)C=1C=NC=CC1 (3-benzylpyridine hydrochloride). Reaction conditions: time 1 hour. The product is ClCC(C(=O)C1=CC=C(CC=2C=NC=CC2)C=C1)C (3-[p-(3-chloro-2-methylpropionyl)benzyl]pyridine). Yield: 96.0%. Reaction SMILES: [Cl-].[Al+3].[Cl-].[Cl-].[Cl:5][CH:6](C)[CH2:7][C:8](Cl)=[O:9].Cl.[CH2:13]([C:20]1[CH:21]=[N:22][CH:23]=[CH:24][CH:25]=1)[C:14]1[CH:19]=[CH:18][CH:17]=[CH:16][CH:15]=1.O.[CH2:27](Cl)Cl>>[Cl:5][CH2:6][CH:7]([CH3:27])[C:8]([C:17]1[CH:16]=[CH:15][C:14]([CH2:13][C:20]2[CH:21]=[N:22][CH:23]=[CH:24][CH:25]=2)=[CH:19][CH:18]=1)=[O:9] |f:0.1.2.3,5.6|. Procedure details: In 25 ml of methylene chloride was suspended 13.3 g of anhydrous aluminum chloride, and 7.3 g of 3-chloro-3-methylpropionyl chloride was added to the suspension with ice-cooling, after which 8.2 g of 3-benzylpyridine hydrochloride was added in small portions to the suspension. The resulting mixture was subjected to reaction with ice-cooling for 2 hours and then at room temperature for one hour. The reaction mixture was added in small portions to a mixture of 246 ml of iced water and 49 ml of met... The reactants are C1(CC1)C1=CN=CC(=N1)C=1C=C2C(=CNC2=CC1)C1=NC(=NC(=C1)OCC1=CC=C(C=C1)OC)S(=O)(=O)C (5-(6-cyclopropylpyrazin-2-yl)-3-(6-(4-methoxybenzyloxy)-2-(methylsulfonyl)pyrimidin-4-yl)-1H-indole), C(C)(C)N (isopropylamine). Run in CN1CCCC1=O (NMP), O (water). Reaction conditions: temperature 120 celsius. Product: C1(CC1)C1=CN=CC(=N1)C=1C=C2C(=CNC2=CC1)C1=NC(=NC(=C1)OCC1=CC=C(C=C1)OC)NC(C)C (4-(5-(6-cyclopropylpyrazin-2-yl)-1H-indol-3-yl)-N-isopropyl-6-((4-methoxybenzyl)oxy)pyrimidin-2-amine). As a reaction SMILES: [CH:1]1([C:4]2[N:9]=[C:8]([C:10]3[CH:11]=[C:12]4[C:16](=[CH:17][CH:18]=3)[NH:15][CH:14]=[C:13]4[C:19]3[CH:24]=[C:23]([O:25][CH2:26][C:27]4[CH:32]=[CH:31][C:30]([O:33][CH3:34])=[CH:29][CH:28]=4)[N:22]=[C:21](S(C)(=O)=O)[N:20]=3)[CH:7]=[N:6][CH:5]=2)[CH2:3][CH2:2]1.[CH:39]([NH2:42])([CH3:41])[CH3:40]>CN1C(=O)CCC1.O>[CH:1]1([C:4]2[N:9]=[C:8]([C:10]3[CH:11]=[C:12]4[C:16](=[CH:17][CH:18]=3)[NH:15][CH:14]=[C:13]4[C:19]3[CH:24]=[C:23]([O:25][CH2:26][C:27]4[CH:32]=[CH:31][C:30]([O:33][CH3:34])=[CH:29][CH:28]=4)[N:22]=[C:21]([NH:42][CH:39]([CH3:41])[CH3:40])[N:20]=3)[CH:7]=[N:6][CH:5]=2)[CH2:3][CH2:2]1. Procedure details: A glass microwave reaction vessel was charged with 5-(6-cyclopropylpyrazin-2-yl)-3-(6-(4-methoxybenzyloxy)-2-(methylsulfonyl)pyrimidin-4-yl)-1H-indole (26 mg, 0.049 mmol) and isopropylamine (0.4 ml, 4.66 mmol) in NMP (0.5 mL). The reaction was stirred and heated in a Initiator microwave reactor (Personal Chemistry, Biotage AB, Inc., Upssala, Sweden) at 120° C. for 1 h. The mixture was diluted with water and extracted with CHCl3/iPrOH (4:1). The combined organic layer was washed with water, dried... Reactants: [H-].[K+] (potassium hydride), N1=CC=C(C=C1)N1CC(NCC1)=O (4-(4-pyridyl) piperazin-2-one), C(C1=CC=CC=C1)OC1=CC=C(C=C1)Br (4-benzyloxybromobenzene). The reagents and catalysts are [Cu]I (copper (I) iodide). Solvent: O (water), [Cl-].[Na+].O (brine), CN(C=O)C (dimethyl formamide). Conditions: time 0.5 hour. Product: C(C1=CC=CC=C1)OC1=CC=C(C=C1)N1C(CN(CC1)C1=CC=NC=C1)=O (4-benzyloxy [4-(4-pyridyl)piperazin-2-one-1-yl]benzene). The yield is 67.1%. As a reaction SMILES: [N:1]1[CH:6]=[CH:5][C:4]([N:7]2[CH2:12][CH2:11][NH:10][C:9](=[O:13])[CH2:8]2)=[CH:3][CH:2]=1.[H-].[K+].[CH2:16]([O:23][C:24]1[CH:29]=[CH:28][C:27](Br)=[CH:26][CH:25]=1)[C:17]1[CH:22]=[CH:21][CH:20]=[CH:19][CH:18]=1>CN(C)C=O.O.[Cl-].[Na+].O.[Cu]I>[CH2:16]([O:23][C:24]1[CH:29]=[CH:28][C:27]([N:10]2[CH2:11][CH2:12][N:7]([C:4]3[CH:3]=[CH:2][N:1]=[CH:6][CH:5]=3)[CH2:8][C:9]2=[O:13])=[CH:26][CH:25]=1)[C:17]1[CH:22]=[CH:21][CH:20]=[CH:19][CH:18]=1 |f:1.2,6.7.8|. Reported procedure: To a stirred suspension of 4-(4-pyridyl) piperazin-2-one (880 mg) in dimethyl formamide (20 ml) was added potassium hydride (1.0 ml of a 20% dispersion) and the mixture stirred for 0.5 hr, after which time was added copper (I) iodide (1.0 g). After 0.25 hr there was added 4-benzyloxybromobenzene (1.2 g) and the mixture stirred at 140° C in an argon atmosphere for 2 hr. The reaction mixture was diluted with water and brine and extracted with dichloromethane (3×40 ml); the combined extracts were w...